Task: describe an organic reaction: reactants, conditions, products, and yield. Dataset: the Open Reaction Database (ORD), a public repository of structured organic reaction records Starting materials: C(C)(C)(C)OC(=O)N1C[C@H](CCC1)C(=O)O ((3S)-1-(tert-butoxycarbonyl)piperidine-3-carboxylic acid), C(Cl)Cl (methylene chloride). The solvent is Cl (hydrogen chloride), O1CCOCC1 (1,4-dioxane). Conditions: time 2 hour. Product: Cl.N1C[C@H](CCC1)C(=O)O ((3S)-Piperidine-3-carboxylic acid hydrochloride). As a reaction SMILES: C(OC([N:8]1[CH2:13][CH2:12][CH2:11][C@H:10]([C:14]([OH:16])=[O:15])[CH2:9]1)=O)(C)(C)C.C(Cl)[Cl:18]>Cl.O1CCOCC1>[ClH:18].[NH:8]1[CH2:13][CH2:12][CH2:11][C@H:10]([C:14]([OH:16])=[O:15])[CH2:9]1 |f:4.5|. Procedure details: A mixture of (3S)-1-(tert-butoxycarbonyl)piperidine-3-carboxylic acid (4.0 g, 0.017 mol) in methylene chloride (10 mL, 0.2 mol) and 4.0 M of hydrogen chloride in 1,4-dioxane (30 mL) was stirred at rt for 2 hours. The volatiles were removed in vacuo to afford the desired product in quantitative yield. The crude product was used in the following step without further purification. LCMS: m/z 166.2 (M+H)+. Starting materials: O (water), NC1=C(C(=O)N(C)C)C=CC=C1 (2-amino-N,N-dimethylbenzamide), C([O-])([O-])=O.[K+].[K+] (potassium carbonate), BrCCCCl (1-bromo-3-chloro-propane). Solvent: CN(C)C=O (DMF). Run at time 16 hour. The product is ClCCCNC1=C(C(=O)N(C)C)C=CC=C1 (2-(3-chloropropyl)amino-N,N-dimethylbenzamide), crude mixture. As a reaction SMILES: [NH2:1][C:2]1[CH:12]=[CH:11][CH:10]=[CH:9][C:3]=1[C:4]([N:6]([CH3:8])[CH3:7])=[O:5].C(=O)([O-])[O-].[K+].[K+].Br[CH2:20][CH2:21][CH2:22][Cl:23].O>CN(C=O)C>[Cl:23][CH2:22][CH2:21][CH2:20][NH:1][C:2]1[CH:12]=[CH:11][CH:10]=[CH:9][C:3]=1[C:4]([N:6]([CH3:8])[CH3:7])=[O:5] |f:1.2.3|. Procedure: A mixture of 2-amino-N,N-dimethylbenzamide (1.15 g, 6,97 mmol), prepared as in Example 22, potassium carbonate (1.44 g, 10.46 mmol) and 1-bromo-3-chloro-propane (0.7 mL, 7 mmol) in 10 mL of DMF was stirred at room temperature for 16 hours and then at 70° C. for an additional 4 hours. The mixture was poured into water and extracted with ethyl acetate (3×20 mL). The combined extract was washed with brine, dried (MgSO4) and concentrated to give 2-(3-chloropropyl)amino-N,N-dimethylbenzamide as a cru... Reactants: N1=CC=CC2=CC(=CC=C12)CCC(=O)OCC (ethyl 3-(6-quinolinyl)propanoate), [H][H] (hydrogen). The reagents and catalysts are [Rh] (rhodium). Run in Cl (hydrochloric acid), [Rh] (rhodium). Conditions: time 1 hour. The product is N1CCCC2=CC(=CC=C12)CCC(=O)OCC (Ethyl 3-(1,2,3,4-Tetrahydro-6-quinolinyl)propanoate). Isolated yield 39.6%. Reaction SMILES: [N:1]1[C:10]2[C:5](=[CH:6][C:7]([CH2:11][CH2:12][C:13]([O:15][CH2:16][CH3:17])=[O:14])=[CH:8][CH:9]=2)[CH:4]=[CH:3][CH:2]=1.[H][H]>Cl.[Rh]>[NH:1]1[C:10]2[C:5](=[CH:6][C:7]([CH2:11][CH2:12][C:13]([O:15][CH2:16][CH3:17])=[O:14])=[CH:8][CH:9]=2)[CH2:4][CH2:3][CH2:2]1. Procedure details: A stirred mixture of ethyl 3-(6-quinolinyl)propanoate (0.3 g, Reference Example 3) in hydrochloric acid (3 ml, 0.1N) and 5% rhodium in carbon powder (33 mg) was hydrogenated in a 22 cm3 stainless steel pressure reactor at a pressure of 50 bars of hydrogen. After stirring for 4 hours at 25° C. a further portion of 30 mg of 5% rhodium in carbon powder (33 mg) was added and the hydrogenation was continued under a pressure of 50 bars at 25° C. for 1 hour. The reaction mixture was filtered through a ... Starting materials: naphthalene diesters, alcohol, CO (methanol), C(C)O (ethanol), C(CC)O (propanol), C(C)(C)O (isopropanol). Solvent: O (water), C(C)(CC)O (secondary butanol), C(C)(C)(C)O (tertbutanol). Product: Naphthalene diesters, C(C(=C)C)=O (isobutenal), C(C)(C)(CC)O (tertpentanol). As a reaction SMILES: CO.[CH2:3](O)[CH3:4].[CH2:6]([OH:9])[CH2:7][CH3:8].[CH:10]([OH:13])([CH3:12])[CH3:11]>C(O)(C)(C)C.C(O)(CC)C.O>[CH:6](=[O:9])[C:7]([CH3:3])=[CH2:8].[C:10]([OH:13])([CH2:3][CH3:4])([CH3:12])[CH3:11]. Procedure: In order to take advantage of the combustion step, the naphthalate diester is selected to produce an appropriate alcohol byproduct that has a volatility comparable to or greater than that of water. There are several ways of expressing this selection. As a first, the naphthalene diester can be selected on the basis of being one that will produce an alcohol byproduct that is selected form the group consisting of methanol (CH3OH, b.p. 64.5° C.), ethanol (CH3CH2OH; b.p. 64.5° C.), propanol (CH3CH2CH... Starting materials: NC1=C(C2=C(OCCO2)C=C1)S(=O)(=O)N (6-Amino-2,3-dihydro-benzo[1,4]dioxine-5-sulfonic acid amide), ClC1=NC(=NC=C1)NC1=CC(=C(C(=C1)OC)OC)OC ((4-chloro-pyrimidin-2-yl)-(3,4,5-trimethoxy-phenyl)-amine). Run in O1CCOCC1 (dioxane). Conditions: temperature 120 celsius. Product: COC=1C=C(C=C(C1OC)OC)NC1=NC=CC(=N1)NC1=C(C2=C(OCCO2)C=C1)S(=O)(=O)N (6-[2-(3,4,5-trimethoxy-phenylamino)-pyrimidin-4-ylamino]-2,3-dihydro-benzo[1,4]dioxine-5-sulfonic acid amide). RXN SMILES: [NH2:1][C:2]1[CH:11]=[CH:10][C:5]2[O:6][CH2:7][CH2:8][O:9][C:4]=2[C:3]=1[S:12]([NH2:15])(=[O:14])=[O:13].Cl[C:17]1[CH:22]=[CH:21][N:20]=[C:19]([NH:23][C:24]2[CH:29]=[C:28]([O:30][CH3:31])[C:27]([O:32][CH3:33])=[C:26]([O:34][CH3:35])[CH:25]=2)[N:18]=1>O1CCOCC1>[CH3:35][O:34][C:26]1[CH:25]=[C:24]([NH:23][C:19]2[N:18]=[C:17]([NH:1][C:2]3[CH:11]=[CH:10][C:5]4[O:6][CH2:7][CH2:8][O:9][C:4]=4[C:3]=3[S:12]([NH2:15])(=[O:14])=[O:13])[CH:22]=[CH:21][N:20]=2)[CH:29]=[C:28]([O:30][CH3:31])[C:27]=1[O:32][CH3:33]. Procedure details: 6-Amino-2,3-dihydro-benzo[1,4]dioxine-5-sulfonic acid amide (87 mg, 0.38 mmol) and (4-chloro-pyrimidin-2-yl)-(3,4,5-trimethoxy-phenyl)-amine (112 mg, 0.38 mmol) are dissolved in dioxane (1.3 ml). The mixture is heated to 120° C. for 1 h. The reaction mixture is purified by repeated chromatography on silica gel using different solvent mixture, yielding 6-[2-(3,4,5-trimethoxy-phenylamino)-pyrimidin-4-ylamino]-2,3-dihydro-benzo[1,4]dioxine-5-sulfonic acid amide. The reactants are CCCc1cc(C#N)ccc1OCCCOc1ccc2c(ccn2CC(=O)OC)c1, CCNCC, CN(C)C=O, S. Product: CCCc1cc(C(N)=S)ccc1OCCCOc1ccc2c(ccn2CC(=O)OC)c1. Reaction SMILES: [C:2](#[N:3])[c:4]1[cH:5][c:6]([CH2:29][CH2:30][CH3:31])[c:7]([O:8][CH2:9][CH2:10][CH2:11][O:12][c:13]2[cH:14][c:15]3[cH:16][cH:17][n:18]([CH2:22][C:23](=[O:24])[O:25][CH3:26])[c:19]3[cH:20][cH:21]2)[cH:27][cH:28]1.[CH2:32]([NH:33][CH2:34][CH3:35])[CH3:36].[O:37]=[CH:38][N:39]([CH3:40])[CH3:41].[SH2:1]>>[S:1]=[C:2]([NH2:3])[c:4]1[cH:5][c:6]([CH2:29][CH2:30][CH3:31])[c:7]([O:8][CH2:9][CH2:10][CH2:11][O:12][c:13]2[cH:14][c:15]3[cH:16][cH:17][n:18]([CH2:22][C:23](=[O:24])[O:25][CH3:26])[c:19]3[cH:20][cH:21]2)[cH:27][cH:28]1.